Dataset: the Open Reaction Database (ORD), a public repository of structured organic reaction records. Task: describe an organic reaction: reactants, conditions, products, and yield Reactants: OC1CCNc2ncc(Br)cc21, CCOC(C)=O, CN1CCN(C(=O)c2ccc(B3OC(C)(C)C(C)(C)O3)cc2)CC1, CO. The product is CN1CCN(C(=O)c2ccc(-c3cnc4c(c3)C(O)CCN4)cc2)CC1. As a reaction SMILES: [Br:1][c:2]1[cH:3][c:4]2[c:9]([n:10][cH:11]1)[NH:8][CH2:7][CH2:6][CH:5]2[OH:12].[C:37]([O:38][CH2:39][CH3:40])(=[O:41])[CH3:42].[CH3:13][N:14]1[CH2:15][CH2:16][N:17]([C:20](=[O:21])[c:22]2[cH:23][cH:24][c:25]([B:28]3[O:29][C:30]([CH3:31])([CH3:32])[C:33]([CH3:34])([CH3:35])[O:36]3)[cH:26][cH:27]2)[CH2:18][CH2:19]1.[CH3:43][OH:44]>>[c:2]1(-[c:25]2[cH:24][cH:23][c:22]([C:20]([N:17]3[CH2:16][CH2:15][N:14]([CH3:13])[CH2:19][CH2:18]3)=[O:21])[cH:27][cH:26]2)[cH:3][c:4]2[c:9]([n:10][cH:11]1)[NH:8][CH2:7][CH2:6][CH:5]2[OH:12]. Starting materials: C(C)(C)[Mg]Br (Isopropyl magnesium bromide), C(C)OCC (diethyl ether), C(=O)C=1C=C(C#N)C=CC1 (3-formylbenzonitrile). Run in O1CCCC1 (tetrahydrofuran). Run at temperature 0 celsius, time 1 hour. Product: OC(C(C)C)C=1C=C(C#N)C=CC1 (3-(1-Hydroxy-2-methylpropyl)benzonitrile). RXN SMILES: [CH:1]([Mg]Br)([CH3:3])[CH3:2].C(OCC)C.[CH:11]([C:13]1[CH:14]=[C:15]([CH:18]=[CH:19][CH:20]=1)[C:16]#[N:17])=[O:12]>O1CCCC1>[OH:12][CH:11]([C:13]1[CH:14]=[C:15]([CH:18]=[CH:19][CH:20]=1)[C:16]#[N:17])[CH:1]([CH3:3])[CH3:2]. Reported procedure: 15% Isopropyl magnesium bromide in diethyl ether (23.5 mL, 24.0 mmol) was added to a stirred solution of 3-formylbenzonitrile (2.62 mg, 20.0 mmol) in dry tetrahydrofuran (18 mL), at 0° C. under a nitrogen atmosphere. After stirring at 0° C. for 1 hour, then at room temperature for 2 hours, the mixture was partitioned between ethyl acetate and 1M hydrochloric acid. The aqueous layer was extracted with ethyl acetate and the combined organic layers were washed with brine, dried over sodium sulfate ... Starting materials: [Cl-].[Li+] (lithium chloride), ClC=1C=C(C(=O)N2CS(C3=C2C=C(C=C3)C(F)(F)F)(=O)=O)C=C(C1OC)Cl (3-(3,5-dichloro-4-methoxybenzoyl)-1,1-dioxo-5-trifluoromethyl-2,3-dihydro-1,3-benzothiazole), Cl (hydrochloric acid). Solvent: CN(C=O)C (N,N-dimethylformamide). Reaction conditions: temperature 120 celsius, time 2 hour. Yields the product ClC=1C=C(C(=O)N2CS(C3=C2C=C(C=C3)C(F)(F)F)(=O)=O)C=C(C1O)Cl (3-(3,5-dichloro-4-hydroxybenzoyl)-1,1-dioxo-5-trifluoromethyl-2,3-dihydro-1,3-benzothiazole). Isolated yield 82.5%. As a reaction SMILES: [Cl:1][C:2]1[CH:3]=[C:4]([CH:22]=[C:23]([Cl:27])[C:24]=1[O:25]C)[C:5]([N:7]1[C:11]2[CH:12]=[C:13]([C:16]([F:19])([F:18])[F:17])[CH:14]=[CH:15][C:10]=2[S:9](=[O:21])(=[O:20])[CH2:8]1)=[O:6].[Cl-].[Li+].Cl>CN(C)C=O>[Cl:1][C:2]1[CH:3]=[C:4]([CH:22]=[C:23]([Cl:27])[C:24]=1[OH:25])[C:5]([N:7]1[C:11]2[CH:12]=[C:13]([C:16]([F:18])([F:19])[F:17])[CH:14]=[CH:15][C:10]=2[S:9](=[O:20])(=[O:21])[CH2:8]1)=[O:6] |f:1.2|. Procedure: 3-(3,5-dichloro-4-methoxybenzoyl)-1,1-dioxo-5-trifluoromethyl-2,3-dihydro-1,3-benzothiazole (209 mg) was dissolved in N,N-dimethylformamide (2 mL), lithium chloride (106 mg) was added to the solution, and then the mixture was stirred at 120° C. for 2 hours. To the reaction solution, 1N hydrochloric acid was added, and then the mixture was extracted with ethyl acetate. The organic layer was washed with 1N hydrochloric acid and saturated brine, and then dried over anhydrous sodium sulfate. The sol... Reactants: C(C)OC(CN(C(CN1C(=O)NC(=O)C(C)=C1)=O)CCNS(=O)(=O)C=1SC2=C(N1)C=CC=C2)=O (N-[2-(Benzothiazole-2-sulfonylamino)-ethyl]-N-[(thymin-1-yl)-acetyl]-glycine ethyl ester), O.[OH-].[Li+] (lithium hydroxide monohydrate), Cl (HCl). The solvent is O (water), O1CCCC1 (tetrahydrofuran). Run at time 1 hour. The product is S1C(=NC2=C1C=CC=C2)S(=O)(=O)NCCN(CC(=O)O)C(CN2C(=O)NC(=O)C(C)=C2)=O (N-[2-(Benzothiazole-2-sulfonylamino)-ethyl]-N-[(thymin-1-yl)-acetyl]-glycine). Yield: 94.9%. Reaction SMILES: C([O:3][C:4](=[O:34])[CH2:5][N:6]([CH2:19][CH2:20][NH:21][S:22]([C:25]1[S:26][C:27]2[CH:33]=[CH:32][CH:31]=[CH:30][C:28]=2[N:29]=1)(=[O:24])=[O:23])[C:7](=[O:18])[CH2:8][N:9]1[CH:17]=[C:15]([CH3:16])[C:13](=[O:14])[NH:12][C:10]1=[O:11])C.O.[OH-].[Li+].Cl>O1CCCC1.O>[S:26]1[C:27]2[CH:33]=[CH:32][CH:31]=[CH:30][C:28]=2[N:29]=[C:25]1[S:22]([NH:21][CH2:20][CH2:19][N:6]([C:7](=[O:18])[CH2:8][N:9]1[CH:17]=[C:15]([CH3:16])[C:13](=[O:14])[NH:12][C:10]1=[O:11])[CH2:5][C:4]([OH:34])=[O:3])(=[O:23])=[O:24] |f:1.2.3|. Reported procedure: N-[2-(Benzothiazole-2-sulfonylamino)-ethyl]-N-[(thymin-1-yl)-acetyl]-glycine ethyl ester (5.10 g, 10 mmol) was suspended in tetrahydrofuran (20 mL) and the solution of lithium hydroxide monohydrate (1.03 g, 25 mmol) in water (20 mL) was added. The reaction mixture was stirred for 1 h. at ambient temperature. The aqueous solution was acidified by the dropwise addition of 1N HCl at 0° C. The title compound was extracted with ethyl acetate (3×10 mL), the combined extracts were dried over magnesium ... The reactants are ClC=1N=C(C2=C(N1)C=C(S2)C=O)N2CCOCC2 (2-chloro-4-morpholin-4-yl-thieno[3,2-d]pyrimidine-6-carbaldehyde), C(C)(=O)O[BH-](OC(C)=O)OC(C)=O.[Na+] (sodium triacetoxy borohydride), NCCN1CCOCC1 (4-(2-aminoethyl)-morpholine), C(C)(=O)O (acetic acid). The solvent is ClCCCl (1,2-dichloroethane), C(Cl)(Cl)Cl (chloroform). Conditions: time 12 hour. The product is ClC=1N=C(C2=C(N1)C=C(S2)CNCCN2CCOCC2)N2CCOCC2 ((2-chloro-4-morpholin-4-yl-thieno[3,2-d]pyrimidine-6-ylmethyl)-(2-morpholin-4-yl-ethyl)-amine). Yield: 21.7%. As a reaction SMILES: [NH2:1][CH2:2][CH2:3][N:4]1[CH2:9][CH2:8][O:7][CH2:6][CH2:5]1.[Cl:10][C:11]1[N:12]=[C:13]([N:22]2[CH2:27][CH2:26][O:25][CH2:24][CH2:23]2)[C:14]2[S:19][C:18]([CH:20]=O)=[CH:17][C:15]=2[N:16]=1.C(O)(=O)C.C(O[BH-](OC(=O)C)OC(=O)C)(=O)C.[Na+]>ClCCCl.C(Cl)(Cl)Cl>[Cl:10][C:11]1[N:12]=[C:13]([N:22]2[CH2:23][CH2:24][O:25][CH2:26][CH2:27]2)[C:14]2[S:19][C:18]([CH2:20][NH:1][CH2:2][CH2:3][N:4]3[CH2:9][CH2:8][O:7][CH2:6][CH2:5]3)=[CH:17][C:15]=2[N:16]=1 |f:3.4|. Procedure details: To a solution of 4-(2-aminoethyl)-morpholine (600 mg) stirring in anhydrous 1,2-dichloroethane (40 ml), was added 2-chloro-4-morpholin-4-yl-thieno[3,2-d]pyrimidine-6-carbaldehyde (1.31 g), followed by glacial acetic acid (277 μl) and sodium triacetoxy borohydride (1.27 g) added in several aliquots over 30 minutes. The reaction mixture was stirred for 12 hours at room temperature, then diluted with chloroform (50 ml), washed with 50% NaHCO3 solution and dried (MgSO4). The solvents were removed in... Starting materials: CCCC1CCC(c2ccc(OCC)c(C=NO)c2)CC1, CC(=O)OC(C)=O, NO, O. The product is CCCC1CCC(c2ccc(OCC)c(C#N)c2)CC1. RXN SMILES: [CH2:1]([CH3:2])[O:3][c:4]1[c:5]([CH:6]=[N:7][OH:8])[cH:9][c:10]([CH:13]2[CH2:14][CH2:15][CH:16]([CH2:19][CH2:20][CH3:21])[CH2:17][CH2:18]2)[cH:11][cH:12]1.[CH3:24][C:25]([O:26][C:27](=[O:28])[CH3:29])=[O:30].[NH2:22][OH:23].[OH2:31]>>[CH2:1]([CH3:2])[O:3][c:4]1[c:5]([C:6]#[N:7])[cH:9][c:10]([CH:13]2[CH2:14][CH2:15][CH:16]([CH2:19][CH2:20][CH3:21])[CH2:17][CH2:18]2)[cH:11][cH:12]1.